This data is from the Open Reaction Database (ORD), a public repository of structured organic reaction records. The task is: describe an organic reaction: reactants, conditions, products, and yield Reactants: CCN(C(C)C)C(C)C (N,N′-Diisopropylethylamine), ClC1=NC(=CN=C1)Cl (2,6-dichloropyrazine), Cl.FC=1C=CC(=NC1)[C@H](C)N ((S)-1-(5-fluoropyridin-2-yl)ethanamine hydrochloride). Solvent: CN1C(CCC1)=O (1-methylpyrrolidin-2-one). Run at temperature 180 celsius. The product is ClC1=CN=CC(=N1)N[C@@H](C)C1=NC=C(C=C1)F (6-Chloro-N-[(1S)-1-(5-fluoropyridin-2-yl)ethyl]pyrazin-2-amine). Yield: 58465.3%. RXN SMILES: CCN(C(C)C)C(C)C.Cl[C:11]1[CH:16]=[N:15][CH:14]=[C:13]([Cl:17])[N:12]=1.Cl.[F:19][C:20]1[CH:21]=[CH:22][C:23]([C@@H:26]([NH2:28])[CH3:27])=[N:24][CH:25]=1>CN1CCCC1=O>[Cl:17][C:13]1[N:12]=[C:11]([NH:28][C@H:26]([C:23]2[CH:22]=[CH:21][C:20]([F:19])=[CH:25][N:24]=2)[CH3:27])[CH:16]=[N:15][CH:14]=1 |f:2.3|. Procedure: N,N′-Diisopropylethylamine (2.50 mL, 14.35 mmol) was added dropwise to a solution of 2,6-dichloropyrazine (525 mg, 3.52 mmol) and (S)-1-(5-fluoropyridin-2-yl)ethanamine hydrochloride (prepared as described in WO2006/123113, 750 mg, 3.52 mmol) in 1-methylpyrrolidin-2-one (4 mL) and the resulting mixture was stirred and heated for 6 hours at 180° C. in a microwave oven. After cooling to ambient temperature, the solvent was evaporated under reduced pressure and the residue was purified by flash chr... Starting materials: ClC1=C(C(=CC(=C1)C(F)(F)F)Cl)N=C=O (2,6-dichloro-4-trifluoromethylphenyl isocyanate), N\C(=C/C(=O)OCC)\C(F)(F)F (ethyl 3-amino-4,4,4-trifluorocrotonate), [H-].[Na+] (sodium hydride). The solvent is CN(C=O)C (dimethylformamide), CN(C=O)C (dimethylformamide), CN(C=O)C (dimethylformamide). Conditions: temperature 0 celsius. Product: ClC1=C(C(=CC(=C1)C(F)(F)F)Cl)N1C(NC(=CC1=O)C(F)(F)F)=O (3-(2,6-dichloro-4-trifluoromethylphenyl)-6-trifluoromethyl-2,4(1H,3H)-pyrimidinedione). The yield is 28.5%. Reaction SMILES: [NH2:1]/[C:2](/[C:9]([F:12])([F:11])[F:10])=[CH:3]\[C:4]([O:6]CC)=O.[H-].[Na+].[Cl:15][C:16]1[CH:21]=[C:20]([C:22]([F:25])([F:24])[F:23])[CH:19]=[C:18]([Cl:26])[C:17]=1[N:27]=[C:28]=[O:29]>CN(C)C=O>[Cl:15][C:16]1[CH:21]=[C:20]([C:22]([F:24])([F:23])[F:25])[CH:19]=[C:18]([Cl:26])[C:17]=1[N:27]1[C:4](=[O:6])[CH:3]=[C:2]([C:9]([F:10])([F:11])[F:12])[NH:1][C:28]1=[O:29] |f:1.2|. Procedure: A 20 ml dimethylformamide solution of 2.7 g of ethyl 3-amino-4,4,4-trifluorocrotonate was added dropwise to a 20 ml dimethylformamide solution of 0.78 g of sodium hydride (purity: 55%) with stirring at 0° C. After heated to room temperature under stirring for 15 minutes, the mixed solution was cooled to -30° C. and then added dropwise with 20 ml of a dimethylformamide solution of 3.8 g of 2,6-dichloro-4-trifluoromethylphenyl isocyanate. The resulting solution was again heated to room temperature... The reactants are CS(C)=O, COc1ccc(F)c([N+](=O)[O-])c1, CCOC(=O)c1c(N)sc2ccccc12. Product: CCOC(=O)c1c(Nc2ccc(OC)cc2[N+](=O)[O-])sc2ccccc12. RXN SMILES: [CH3:28][S:29](=[O:30])[CH3:31].[F:16][c:17]1[c:18]([N+:25](=[O:26])[O-:27])[cH:19][c:20]([O:23][CH3:24])[cH:21][cH:22]1.[NH2:1][c:2]1[c:3]([C:11](=[O:12])[O:13][CH2:14][CH3:15])[c:4]2[c:5]([s:6]1)[cH:7][cH:8][cH:9][cH:10]2>>[NH:1]([c:2]1[c:3]([C:11](=[O:12])[O:13][CH2:14][CH3:15])[c:4]2[c:5]([s:6]1)[cH:7][cH:8][cH:9][cH:10]2)[c:17]1[c:18]([N+:25](=[O:26])[O-:27])[cH:19][c:20]([O:23][CH3:24])[cH:21][cH:22]1. The reactants are CCOC(=O)C (EtOAc), C(=O)([O-])[O-].[Cs+].[Cs+] (Cs2CO3), BrC1=C(C=CC=C1[N+](=O)[O-])O (2-bromo-3 nitrophenol), IC(C)C (2-iodopropane). The solvent is CN(C)C=O (DMF). Run at temperature 0 celsius, time 17 hour. The product is BrC1=C(C=CC=C1OC(C)C)[N+](=O)[O-] (2-bromo-3-isopropoxynitrobenzene). Yield: 97.2%. Reaction SMILES: C([O-])([O-])=O.[Cs+].[Cs+].[Br:7][C:8]1[C:13]([N+:14]([O-:16])=[O:15])=[CH:12][CH:11]=[CH:10][C:9]=1[OH:17].I[CH:19]([CH3:21])[CH3:20].CCOC(C)=O>CN(C=O)C>[Br:7][C:8]1[C:9]([O:17][CH:19]([CH3:21])[CH3:20])=[CH:10][CH:11]=[CH:12][C:13]=1[N+:14]([O-:16])=[O:15] |f:0.1.2|. Procedure: Cs2CO3 was added in 3 portions over 15 min to a stirred solution of 2-bromo-3 nitrophenol (3.00 g, 13.8 mmol) and 2-iodopropane (4.79 g, 27.6 mmol) in 50 ml anhydrous DMF cooled to 0° C. under N2. The reaction was allowed to warm to ambient temperature (2 h) and stirred overnight (17 h). EtOAc (250 ml) was added, the reaction mixture washed with water (2×250 ml) and brine (250 ml), dried (Na2SO4) and concentrated in vacuo to an orange oil (3.78 g). Purification by column chromatography (EtOAc/he... Run in CN(C)C=O (DMF). Product: C(C)(=O)N1[C@H](C[C@H](C2=CC(=CC=C12)C=1N=NNC1)NC1=NC=C(C#N)C=C1)C (6-(((2S,4R)-1-acetyl-2-methyl-6-(1H-1,2,3-triazol-4-yl)-1,2,3,4-tetrahydroquinolin-4-yl)amino)nicotinonitrile). The reactants are C(C)(=O)N1[C@H](C[C@H](C2=CC(=CC=C12)C#C)NC1=NC=C(C#N)C=C1)C (6-(((2S,4R)-1-acetyl-6-ethynyl-2-methyl-1,2,3,4-tetrahydroquinolin-4-yl)amino)nicotinonitrile), N(=[N+]=[N-])[Si](C)(C)C (Azidotrimethylsilane), N(=[N+]=[N-])[Si](C)(C)C (Azidotrimethylsilane), N(=[N+]=[N-])[Si](C)(C)C (Azidotrimethylsilane), Intermediate 9, CO (methanol). Reaction SMILES: [C:1]([N:4]1[C:13]2[C:8](=[CH:9][C:10]([C:14]#[CH:15])=[CH:11][CH:12]=2)[C@H:7]([NH:16][C:17]2[CH:24]=[CH:23][C:20]([C:21]#[N:22])=[CH:19][N:18]=2)[CH2:6][C@@H:5]1[CH3:25])(=[O:3])[CH3:2].CO.[N:28]([Si](C)(C)C)=[N+:29]=[N-:30]>[Cu]I.CN(C=O)C>[C:1]([N:4]1[C:13]2[C:8](=[CH:9][C:10]([C:14]3[N:28]=[N:29][NH:30][CH:15]=3)=[CH:11][CH:12]=2)[C@H:7]([NH:16][C:17]2[CH:24]=[CH:23][C:20]([C:21]#[N:22])=[CH:19][N:18]=2)[CH2:6][C@@H:5]1[CH3:25])(=[O:3])[CH3:2]. The reagents and catalysts are [Cu]I (copper (I) iodide), [Cu]I (Copper (I) Iodide). Reaction conditions: temperature 100 celsius. Procedure: A microwaveable vial was charged with 6-(((2S,4R)-1-acetyl-6-ethynyl-2-methyl-1,2,3,4-tetrahydroquinolin-4-yl)amino)nicotinonitrile (for a preparation see Intermediate 9) (527 mg, 1.595 mmol), Copper (I) Iodide (30 mg, 0.158 mmol), methanol (0.333 ml), DMF (3 ml). Azidotrimethylsilane (0.423 ml, 3.19 mmol) was added to the solution, the vial sealed and heated at 100° C. for 1 h (microwave). Azidotrimethylsilane (0.211 ml, 1.59 mmol) was added to the vial and the mixture heated for a further 1 h ... Reactants: CC(=O)NN, CCN(C(C)C)C(C)C, COC(=O)c1sc(-n2cnc3cc(C(=O)O)ccc32)cc1OC(C)c1ccccc1Cl, ClCCl, CN(C)C=O, O. The product is COC(=O)c1sc(-n2cnc3cc(C(=O)NNC(C)=O)ccc32)cc1OC(C)c1ccccc1Cl. As a reaction SMILES: [C:41]([CH3:42])(=[O:43])[NH:44][NH2:45].[CH:32]([N:33]([CH:34]([CH3:35])[CH3:36])[CH2:37][CH3:38])([CH3:39])[CH3:40].[Cl:1][c:2]1[c:3]([CH:8]([CH3:9])[O:10][c:11]2[cH:12][c:13](-[n:20]3[cH:21][n:22][c:23]4[c:24]3[cH:25][cH:26][c:27]([C:29](=[O:30])[OH:31])[cH:28]4)[s:14][c:15]2[C:16](=[O:17])[O:18][CH3:19])[cH:4][cH:5][cH:6][cH:7]1.[Cl:51][CH2:52][Cl:53].[O:46]=[CH:47][N:48]([CH3:49])[CH3:50].[OH2:54]>>[Cl:1][c:2]1[c:3]([CH:8]([CH3:9])[O:10][c:11]2[cH:12][c:13](-[n:20]3[cH:21][n:22][c:23]4[c:24]3[cH:25][cH:26][c:27]([C:29](=[O:30])[NH:45][NH:44][C:41]([CH3:42])=[O:43])[cH:28]4)[s:14][c:15]2[C:16](=[O:17])[O:18][CH3:19])[cH:4][cH:5][cH:6][cH:7]1.